Dataset: the Open Reaction Database (ORD), a public repository of structured organic reaction records. Task: describe an organic reaction: reactants, conditions, products, and yield Reactants: BrC=1C=C(CN2C3=C(C(=C(C2=O)C(=O)NCC(=O)OC(C)(C)C)O)CN(C3)C(CCC=C)=O)C=CC1 (tert-Butyl N-{[1-(3-bromobenzyl)-4-hydroxy-2-oxo-6-pent-4-enoyl-2,5,6,7-tetrahydro-1H-pyrrolo[3,4-b]pyridin-3-yl]carbonyl}glycinate), Intermediate 5, compound 5-1, C(=O)([O-])[O-].[Na+].[Na+] (Na2CO3), C1(=CC=CC=C1)B(O)O (phenylboronic acid). Reagents/catalysts: Cl[Pd]([P](C1=CC=CC=C1)(C2=CC=CC=C2)C3=CC=CC=C3)([P](C4=CC=CC=C4)(C5=CC=CC=C5)C6=CC=CC=C6)Cl (bis(triphenylphosphine)palladium(II) chloride). Solvent: CC(=O)N(C)C (DMA). Reaction conditions: temperature 115 celsius. Product: C1(=CC(=CC=C1)CN1C2=C(C(=C(C1=O)C(=O)NCC(=O)O)O)CN(C2)C(CCC=C)=O)C2=CC=CC=C2 (N-{[1-(biphenyl-3-ylmethyl)-4-hydroxy-2-oxo-6-pent-4-enoyl-2,5,6,7-tetrahydro-1H-pyrrolo[3,4-b]pyridin-3-yl]carbonyl}glycine). As a reaction SMILES: Br[C:2]1[CH:3]=[C:4]([CH:34]=[CH:35][CH:36]=1)[CH2:5][N:6]1[C:11](=[O:12])[C:10]([C:13]([NH:15][CH2:16][C:17]([O:19]C(C)(C)C)=[O:18])=[O:14])=[C:9]([OH:24])[C:8]2[CH2:25][N:26]([C:28](=[O:33])[CH2:29][CH2:30][CH:31]=[CH2:32])[CH2:27][C:7]1=2.C([O-])([O-])=O.[Na+].[Na+].[C:43]1(B(O)O)[CH:48]=[CH:47][CH:46]=[CH:45][CH:44]=1>CC(N(C)C)=O.Cl[Pd](Cl)([P](C1C=CC=CC=1)(C1C=CC=CC=1)C1C=CC=CC=1)[P](C1C=CC=CC=1)(C1C=CC=CC=1)C1C=CC=CC=1>[C:2]1([C:43]2[CH:48]=[CH:47][CH:46]=[CH:45][CH:44]=2)[CH:36]=[CH:35][CH:34]=[C:4]([CH2:5][N:6]2[C:11](=[O:12])[C:10]([C:13]([NH:15][CH2:16][C:17]([OH:19])=[O:18])=[O:14])=[C:9]([OH:24])[C:8]3[CH2:25][N:26]([C:28](=[O:33])[CH2:29][CH2:30][CH:31]=[CH2:32])[CH2:27][C:7]2=3)[CH:3]=1 |f:1.2.3,^1:60,79|. Procedure details: tert-Butyl N-{[1-(3-bromobenzyl)-4-hydroxy-2-oxo-6-pent-4-enoyl-2,5,6,7-tetrahydro-1H-pyrrolo[3,4-b]pyridin-3-yl]carbonyl}glycinate (50 mg, 0.09 mmol, prepared in similar fashion to Intermediate 5 (compound 5-1) was dissolved in DMA (2 mL) in a 10 mL reaction tube of a CEM Corporation Discover 300 Watt microwave reactor. Aqueaous Na2CO3 (2 M, 0.8 mL, 1.6 mmol), phenylboronic acid (20 mg, 0.16 mmol) and bis(triphenylphosphine)palladium(II) chloride (7 mg, 0.009 mmol) were added and the tube was p... Reactants: CC(=O)C(Cl)C(C)=O, [K+], CN(C)C=O, [OH-], O, O=C(O)c1ccccc1. Yields the product CC(=O)C(OC(=O)c1ccccc1)C(C)=O. Reaction SMILES: [Cl:17][CH:18]([C:19]([CH3:20])=[O:21])[C:22]([CH3:23])=[O:24].[K+:2].[O:12]=[CH:13][N:14]([CH3:15])[CH3:16].[OH-:1].[OH2:25].[OH:3][C:4](=[O:5])[c:6]1[cH:7][cH:8][cH:9][cH:10][cH:11]1>>[O:3]([C:4](=[O:5])[c:6]1[cH:7][cH:8][cH:9][cH:10][cH:11]1)[CH:18]([C:19]([CH3:20])=[O:21])[C:22]([CH3:23])=[O:24]. Starting materials: BrC1=NC(=CC=C1)Br (2,6-dibromopyridine), C(C)(C)(C)OC(NC1CCNCCC1)=O (azepan-4-ylcarbamic acid tert-butyl ester). The product is C(C)(C)(C)OC(=O)N1CCN(CCC1)C1=NC(=CC=C1)Br (4-(6-Bromopyridin-2-yl)-1,4-diazepane-1-carboxylic acid tert-butyl ester). RXN SMILES: Br[C:2]1[CH:7]=[CH:6][CH:5]=[C:4]([Br:8])[N:3]=1.[C:9]([O:13][C:14](=[O:23])[NH:15][CH:16]1C[CH2:21][CH2:20][NH:19][CH2:18][CH2:17]1)([CH3:12])([CH3:11])[CH3:10]>>[C:9]([O:13][C:14]([N:15]1[CH2:16][CH2:17][CH2:18][N:19]([C:2]2[CH:7]=[CH:6][CH:5]=[C:4]([Br:8])[N:3]=2)[CH2:20][CH2:21]1)=[O:23])([CH3:10])([CH3:11])[CH3:12]. Procedure: The preparation is carried out analogously starting from 1.02 g (4.31 mmol) of 2,6-dibromopyridine and 856 mg (4.27 mmol) of azepan-4-ylcarbamic acid tert-butyl ester. As a reaction SMILES: Cl[C:2]1[CH:7]=[CH:6][C:5]([Cl:8])=[CH:4][N:3]=1.[NH:9]1[CH2:14][CH2:13][NH:12][CH2:11][CH2:10]1>ClCCl>[Cl:8][C:5]1[CH:6]=[CH:7][C:2]([N:9]2[CH2:14][CH2:13][NH:12][CH2:11][CH2:10]2)=[N:3][CH:4]=1. The yield is 91.7%. Solvent: ClCCl (dichloromethane). Conditions: temperature 165 celsius, time 2 hour. Procedure: A mixture of 2,5-dichloropyridine (10.0 g, 67.6 mmol) and piperazine (58.1 g, 675 mmol) was stirred at 165° C. for 2 h. The mixture was allowed to cool, slurried with dichloromethane (200 ml) and the solid collected by filtration. The filtrate was concentrated in vacuo and the procedure repeated. The residue after concentration of the filtrate was purified by flash chromatography twice (eluting with 1% ammonia, 10% methanol in dichloromethane) to give 1-(5-chloro-2-pyridyl)piperazine (12.25 g, 9... The reactants are ClC1=NC=C(C=C1)Cl (2,5-dichloropyridine), N1CCNCC1 (piperazine). The product is ClC=1C=CC(=NC1)N1CCNCC1 (1-(5-chloro-2-pyridyl)piperazine).